This data is from the Open Reaction Database (ORD), a public repository of structured organic reaction records. The task is: describe an organic reaction: reactants, conditions, products, and yield Starting materials: C(C(=O)C)C1=NC(=NO1)CCl (5-acetonyl-3-chloromethyl-1,2,4-oxadiazole), [N+](=O)([O-])C=1C=C(C=O)C=CC1 (3-nitrobenzaldehyde), NC(C)=CC(C)=O (2-amino-4-oxo-2-pentene). Run in C(C)(C)O (isopropyl alcohol). The product is C(C)(=O)C=1C(C(=C(NC1C)C)C1=NC(=NO1)CCl)C1=CC(=CC=C1)[N+](=O)[O-] (5-acetyl-1,4-dihydro-2,6-dimethyl-3-(3-chloromethyl-1,2,4-oxadiazol-5-yl)-4-(3-nitrophenyl)pyridine). Yield: 67.1%. RXN SMILES: [CH2:1]([C:5]1[O:9][N:8]=[C:7]([CH2:10][Cl:11])[N:6]=1)[C:2]([CH3:4])=O.[N+:12]([C:15]1[CH:16]=[C:17]([CH:20]=[CH:21][CH:22]=1)[CH:18]=O)([O-:14])=[O:13].[NH2:23][C:24](=[CH:26][C:27](=[O:29])[CH3:28])[CH3:25]>C(O)(C)C>[C:27]([C:26]1[CH:18]([C:17]2[CH:20]=[CH:21][CH:22]=[C:15]([N+:12]([O-:14])=[O:13])[CH:16]=2)[C:1]([C:5]2[O:9][N:8]=[C:7]([CH2:10][Cl:11])[N:6]=2)=[C:2]([CH3:4])[NH:23][C:24]=1[CH3:25])(=[O:29])[CH3:28]. Reported procedure: A stirred solution of 0.53 g of 5-acetonyl-3-chloromethyl-1,2,4-oxadiazole, 0.46 g of 3-nitrobenzaldehyde and 0.30 g of 2-amino-4-oxo-2-pentene in 4 ml of isopropyl alcohol was heated under reflux for 14 hours. The reaction mixture was concentrated in vacuo and the residue was chromatographed on silica gel using benzene-acetonitrile (15:1) as eluent to give 0.79 g of 5-acetyl-1,4-dihydro-2,6-dimethyl-3-(3-chloromethyl-1,2,4-oxadiazol-5-yl)-4-(3-nitrophenyl)pyridine. Starting materials: C1CCOC1, CC(C)(C)[O-], O=C(O)c1ccc(Cl)c([N+](=O)[O-])c1, ClCCCl, [K+], [Na+], O=C([O-])O, CN(C)C=O, O=S(Cl)Cl. Product: CC(C)(C)OC(=O)c1ccc(Cl)c([N+](=O)[O-])c1. Reaction SMILES: [CH2:33]1[O:34][CH2:35][CH2:36][CH2:37]1.[CH3:23][C:24]([CH3:25])([O-:26])[CH3:27].[Cl:1][c:2]1[c:3]([N+:11](=[O:12])[O-:13])[cH:4][c:5]([C:6](=[O:7])[OH:8])[cH:9][cH:10]1.[Cl:29][CH2:30][CH2:31][Cl:32].[K+:28].[Na+:42].[O-:38][C:39]([OH:40])=[O:41].[O:18]=[CH:19][N:20]([CH3:21])[CH3:22].[S:14]([Cl:15])([Cl:16])=[O:17]>>[Cl:1][c:2]1[c:3]([N+:11](=[O:12])[O-:13])[cH:4][c:5]([C:6](=[O:7])[O:8][C:24]([CH3:23])([CH3:25])[CH3:27])[cH:9][cH:10]1. The reactants are O=C([O-])[O-], COC(=O)OC, CS(=O)(=O)NCc1cncc(-c2cc3ccc(Cl)cc3[nH]2)c1, [K+], [K+], CN(C)C=O. The product is CN(Cc1cncc(-c2cc3ccc(Cl)cc3[nH]2)c1)S(C)(=O)=O. As a reaction SMILES: [C:29](=[O:30])([O-:31])[O-:32].[CH3:23][O:24][C:25]([O:26][CH3:27])=[O:28].[Cl:1][c:2]1[cH:3][cH:4][c:5]2[cH:6][c:7](-[c:11]3[cH:12][c:13]([CH2:17][NH:18][S:19](=[O:20])(=[O:21])[CH3:22])[cH:14][n:15][cH:16]3)[nH:8][c:9]2[cH:10]1.[K+:33].[K+:34].[O:35]=[CH:36][N:37]([CH3:38])[CH3:39]>>[Cl:1][c:2]1[cH:3][cH:4][c:5]2[cH:6][c:7](-[c:11]3[cH:12][c:13]([CH2:17][N:18]([S:19](=[O:20])(=[O:21])[CH3:22])[CH3:23])[cH:14][n:15][cH:16]3)[nH:8][c:9]2[cH:10]1. Reactants: O=C1C(CN(C2=C(N1)C=C(C=C2)C)C2C=CCCC2)NC(=O)OC(C)(C)C (2-Oxo-3-tert-butoxycarbonylamino-5-(2-cyclohexen-1-yl)-8-methyl-1,3,4,5-tetrahydro-2H-1,5-benzodiazepine), [N+](=O)([O-])C1=CC=CC=C1 (nitrobenzene). Reagents/catalysts: [C].[Pd] (palladium carbon). The solvent is C=1(C(=CC=CC1)C)C (xylene). Product: O=C1C(CN(C2=C(N1)C=C(C=C2)C)C2=CC=CC=C2)NC(=O)OC(C)(C)C (2-oxo-3-tert-butoxycarbonylamino-5-phenyl-8-methyl-1,3,4,5-tetrahydro-2H-1,5-benzodiazepine). Isolated yield 83.5%. Reaction SMILES: [O:1]=[C:2]1[NH:8][C:7]2[CH:9]=[C:10]([CH3:13])[CH:11]=[CH:12][C:6]=2[N:5]([CH:14]2[CH2:19][CH2:18][CH2:17][CH:16]=[CH:15]2)[CH2:4][CH:3]1[NH:20][C:21]([O:23][C:24]([CH3:27])([CH3:26])[CH3:25])=[O:22].[N+](C1C=CC=CC=1)([O-])=O>C1(C)C(C)=CC=CC=1.[C].[Pd]>[O:1]=[C:2]1[NH:8][C:7]2[CH:9]=[C:10]([CH3:13])[CH:11]=[CH:12][C:6]=2[N:5]([C:14]2[CH:19]=[CH:18][CH:17]=[CH:16][CH:15]=2)[CH2:4][CH:3]1[NH:20][C:21]([O:23][C:24]([CH3:27])([CH3:26])[CH3:25])=[O:22] |f:3.4|. Procedure details: 2-Oxo-3-tert-butoxycarbonylamino-5-(2-cyclohexen-1-yl)-8-methyl-1,3,4,5-tetrahydro-2H-1,5-benzodiazepine (500 mg) was suspended in xylene (20 ml), nitrobenzene (831 mg) and 10% palladium carbon (250 mg) were added therto, and the mixture was refluxed for 2 hours. The reaction mixture was allowed to cool, filtrated, and the filtrate was concentrated under reduced pressure. Diisopropyl ether was added to the residue, crystals so precipitated were collected by filtration, to thereby obtain 413 mg o... Run at time 10 minute. Solvent: C1CCOC1 (THF). The yield is 283.1%. RXN SMILES: [NH2:1][C:2]1[CH:7]=[CH:6][C:5]([C:8]2[CH:13]=[CH:12][CH:11]=[C:10]([Cl:14])[CH:9]=2)=[CH:4][C:3]=1[CH:15]([OH:17])[CH3:16].Cl[C:19](Cl)([O:21]C(=O)OC(Cl)(Cl)Cl)Cl>C1COCC1>[Cl:14][C:10]1[CH:9]=[C:8]([C:5]2[CH:6]=[CH:7][C:2]3[NH:1][C:19](=[O:21])[O:17][CH:15]([CH3:16])[C:3]=3[CH:4]=2)[CH:13]=[CH:12][CH:11]=1. Procedure details: A mixture of 1-(4-amino-3′-chloro-biphenyl-3-yl)-ethanol (0.03 g, 0.13 mmol) and triphosgene (0.01 g, 0.04 mmol) in dry THF (3 mL) was stirred under a blanket of nitrogen for 10 minutes. The solvent was removed to give 6-(3-chloro-phenyl)-4-methyl-1,4-dihydro-benzo[d][1,3]oxazin-2-one as a white solid (0.031 g, 91%): mp 155-156° C.; 1H-NMR (DMSO-d6) δ 10.3 (s, 1H), 7.72 (m, 1H), 7.62 (m, 2H), 7.56 (m, 1H), 7.47 (t, 1H, J=8.00 Hz), 7.39 (d, 1H, J=8.0 Hz), 6.98 (d, J=8.0 Hz), 5.50 (q, 1H, J=6.82 H... Reactants: NC1=C(C=C(C=C1)C1=CC(=CC=C1)Cl)C(C)O (1-(4-amino-3′-chloro-biphenyl-3-yl)-ethanol), ClC(Cl)(OC(OC(Cl)(Cl)Cl)=O)Cl (triphosgene). Product: ClC=1C=C(C=CC1)C1=CC2=C(NC(OC2C)=O)C=C1 (6-(3-chloro-phenyl)-4-methyl-1,4-dihydro-benzo[d][1,3]oxazin-2-one). Isolated yield 30.0%. The solvent is C(=O)(C(F)(F)F)O (TFA). Product: N1=CNC2=C1C=CC=C2 (benzimidazole). The reactants are C(=O)(O)[O-].[Na+] (NaHCO3), CC1=CC2=C(NC=N2)C=C1 (5-methyl-1H-benzoimidazole), C1CC(=O)N(C1=O)I (NIS), CCOC(=O)C (EtOAc). RXN SMILES: C[C:2]1[CH:10]=[CH:9][C:5]2[NH:6][CH:7]=[N:8][C:4]=2[CH:3]=1.C1C(=O)N(I)C(=O)C1.CCOC(C)=O.C([O-])(O)=O.[Na+]>C(O)(C(F)(F)F)=O>[N:6]1[C:5]2[CH:9]=[CH:10][CH:2]=[CH:3][C:4]=2[NH:8][CH:7]=1 |f:3.4|. Procedure: A solution of 5-methyl-1H-benzoimidazole (132 mg, 1.0 mmol) and NIS (248 mg, 1.10 mmol) in 1 mL of TFA was reflux for 1 hr and then cooled to RT. Treated with 30 mL of EtOAc, the mixture was neutralized with sat. NaHCO3 solution. The organic layer was washed with H2O (10 mL), brine (10 mL) and dried (Na2SO4). Removal of the solvent under reduced pressure followed by flash chromatography of the residue on silica gel (5% MeOH/CH2Cl2) gave 78 (30%) of product as a white solid: 1H-NMR (CDCl3; 400 MH... The reactants are BrC=1C=C(C=O)C=CC1N1CCC2(OCCO2)CC1 (3-Bromo-4-(1,4-dioxa-8-aza-spiro[4.5]dec-8-yl)-benzaldehyde), S1C(NC(C1)=O)=O (2,4-thiazolidinedione), NCCC(=O)O (β-alanine). The product is BrC=1C=C(C=C2C(NC(S2)=O)=O)C=CC1N1CCC2(OCCO2)CC1 (5-[3-Bromo-4-(1,4-dioxa-8-aza-spiro[4.5]dec-8-yl)-benzylidene]-thiazolidine-2,4-dione). RXN SMILES: [Br:1][C:2]1[CH:3]=[C:4]([CH:7]=[CH:8][C:9]=1[N:10]1[CH2:19][CH2:18][C:13]2([O:17][CH2:16][CH2:15][O:14]2)[CH2:12][CH2:11]1)[CH:5]=O.[S:20]1[CH2:24][C:23](=[O:25])[NH:22][C:21]1=[O:26].NCCC(O)=O>>[Br:1][C:2]1[CH:3]=[C:4]([CH:7]=[CH:8][C:9]=1[N:10]1[CH2:19][CH2:18][C:13]2([O:17][CH2:16][CH2:15][O:14]2)[CH2:12][CH2:11]1)[CH:5]=[C:24]1[S:20][C:21](=[O:26])[NH:22][C:23]1=[O:25]. Reported procedure: The title compound was prepared from 3-bromo-4-(1,4-dioxa-8-aza-spiro[4.5]dec-8-yl)-benzaldehyde (which was obtained in Example 56), 2,4-thiazolidinedione and β-alanine according to the procedure of Example 33 as a yellow solid; mp 109–111° C.; 1H NMR (300 MHz, DMSO-d6) δ 1.79 (t, J=5.1 Hz, 4H), 3.12 (m, 4H), 3.93 (s, 4H), 6.87 (d, J=8.7 Hz, 1H), 7.52–7.55 (m, 1H), 7.61 (s, 1H), 7.83–7.87 (m, 1H), 12.5 (s, 1H); MS (ES) m/z: 425.1 (MH+). The reactants are ClN1CCOCC1, COc1cc(Cl)ccc1C(=O)O, O=C(O)C(F)(F)F. Yields the product COc1cc(Cl)c(Cl)cc1C(=O)O. Reaction SMILES: [Cl:13][N:14]1[CH2:15][CH2:16][O:17][CH2:18][CH2:19]1.[Cl:1][c:2]1[cH:3][c:4]([O:11][CH3:12])[c:5]([C:6](=[O:7])[OH:8])[cH:9][cH:10]1.[OH:20][C:21]([C:22]([F:23])([F:24])[F:25])=[O:26]>>[Cl:1][c:2]1[cH:3][c:4]([O:11][CH3:12])[c:5]([C:6](=[O:7])[OH:8])[cH:9][c:10]1[Cl:13].